Dataset: the Open Reaction Database (ORD), a public repository of structured organic reaction records. Task: describe an organic reaction: reactants, conditions, products, and yield Reactants: C[N+]1([O-])CCOCC1, CC1(C)COC(C)(C2CCC(O)CC2)OC1, CC#N, CCC[N+](CCC)(CCC)CCC, [Na+], [Na+], O=S([O-])([O-])=S, O=[Ru](=O)(=O)[O-]. Product: CC1(C)COC(C)(C2CCC(=O)CC2)OC1. RXN SMILES: [CH3:17][N+:18]1([O-:19])[CH2:20][CH2:21][O:22][CH2:23][CH2:24]1.[CH3:1][C:2]1([CH:10]2[CH2:11][CH2:12][CH:13]([OH:16])[CH2:14][CH2:15]2)[O:3][CH2:4][C:5]([CH3:8])([CH3:9])[CH2:6][O:7]1.[CH3:32][C:33]#[N:34].[CH3:35][CH2:36][CH2:37][N+:38]([CH2:39][CH2:40][CH3:41])([CH2:42][CH2:43][CH3:44])[CH2:45][CH2:46][CH3:47].[Na+:25].[Na+:26].[O-:27][S:28]([O-:29])(=[S:30])=[O:31].[O:48]=[Ru:49](=[O:50])([O-:51])=[O:52]>>[CH3:1][C:2]1([CH:10]2[CH2:11][CH2:12][C:13](=[O:16])[CH2:14][CH2:15]2)[O:3][CH2:4][C:5]([CH3:8])([CH3:9])[CH2:6][O:7]1.